The task is: describe an organic reaction: reactants, conditions, products, and yield. This data is from the Open Reaction Database (ORD), a public repository of structured organic reaction records. Starting materials: O=C([O-])[O-], Fc1cnccc1-c1nc2cc(C(F)(F)F)ccc2o1, [K+], [K+], CN(C)C=O, O, c1c[nH]cn1. The product is FC(F)(F)c1ccc2oc(-c3ccncc3-n3ccnc3)nc2c1. Reaction SMILES: [C:26](=[O:27])([O-:28])[O-:29].[F:1][c:2]1[cH:3][n:4][cH:5][cH:6][c:7]1-[c:8]1[o:9][c:10]2[c:11]([n:12]1)[cH:13][c:14]([C:17]([F:18])([F:19])[F:20])[cH:15][cH:16]2.[K+:30].[K+:31].[O:32]=[CH:33][N:34]([CH3:35])[CH3:36].[OH2:37].[nH:21]1[cH:22][n:23][cH:24][cH:25]1>>[c:2]1(-[n:21]2[cH:22][n:23][cH:24][cH:25]2)[cH:3][n:4][cH:5][cH:6][c:7]1-[c:8]1[o:9][c:10]2[c:11]([n:12]1)[cH:13][c:14]([C:17]([F:18])([F:19])[F:20])[cH:15][cH:16]2. The reactants are ammonium salt, C(CCC(=O)C)(=O)O (levulinic acid), C(CCCCC)N (hexylamine). Run in O (Water), O (water). Reported procedure: The feedstock used in examples 31 through 38 was 30% of the ammonium salt of levulinic acid, 26% hexylamine, and 24% water by weight. The temperature and pressure of the reactions were maintained at 150° and 6.9 MPa. Water was used as the solvent medium for the reactions. The results are set forth in the following table. Product: CC1CCC(N1CCCCCC)=O (5-Methyl-1-Hexyl-2-Pyrrolidone). As a reaction SMILES: [C:1]([OH:8])(=O)[CH2:2][CH2:3][C:4]([CH3:6])=O.[CH2:9]([NH2:15])[CH2:10][CH2:11][CH2:12][CH2:13][CH3:14]>O>[CH3:6][CH:4]1[N:15]([CH2:9][CH2:10][CH2:11][CH2:12][CH2:13][CH3:14])[C:1](=[O:8])[CH2:2][CH2:3]1. Reactants: C1CCOC1, [Li]CCCC, Cn1ccnc1, CCCCCC, CC(C)(C)OC(=O)N1CCC(=O)CC1. The product is Cn1ccnc1C1(O)CCN(C(=O)OC(C)(C)C)CC1. As a reaction SMILES: [CH2:26]1[O:27][CH2:28][CH2:29][CH2:30]1.[CH2:7]([Li:8])[CH2:9][CH2:10][CH3:11].[CH3:1][n:2]1[cH:3][cH:4][n:5][cH:6]1.[CH3:31][CH2:32][CH2:33][CH2:34][CH2:35][CH3:36].[O:12]=[C:13]1[CH2:14][CH2:15][N:16]([C:19](=[O:20])[O:21][C:22]([CH3:23])([CH3:24])[CH3:25])[CH2:17][CH2:18]1>>[CH3:1][n:2]1[cH:3][cH:4][n:5][c:6]1[C:13]1([OH:12])[CH2:14][CH2:15][N:16]([C:19](=[O:20])[O:21][C:22]([CH3:23])([CH3:24])[CH3:25])[CH2:17][CH2:18]1. The reactants are CC(=O)Nc1ncc(Sc2nccn2C)s1, CC(=O)O. Product: Cn1ccnc1Sc1cnc(N)s1. RXN SMILES: [C:1](=[O:2])([CH3:3])[NH:4][c:5]1[s:6][c:7]([S:10][c:11]2[n:12]([CH3:16])[cH:13][cH:14][n:15]2)[cH:8][n:9]1.[CH3:17][C:18](=[O:19])[OH:20]>>[NH2:4][c:5]1[s:6][c:7]([S:10][c:11]2[n:12]([CH3:16])[cH:13][cH:14][n:15]2)[cH:8][n:9]1.